This data is from the Open Reaction Database (ORD), a public repository of structured organic reaction records. The task is: describe an organic reaction: reactants, conditions, products, and yield Solvent: C(C)#N (ACN). Starting materials: CC1=CC=C(C=C1)S(=O)(=O)OC[C@H]1COC2=C(O1)C=C(C=C2)S(=O)(=O)C ([(2R)-7-(methylsulfonyl)-2,3-dihydro-1,4-benzodioxin-2-yl]methyl 4-methylbenzenesulfonate), CC(CN)(C)C (2,2-dimethylpropan-1-amine). Conditions: temperature 120 celsius. Yields the product CC(CNC[C@H]1COC2=C(O1)C=C(C=C2)S(=O)(=O)C)(C)C (2,2-DIMETHYL-N-{[(2S)-7-(METHYLSULFONYL)-2,3-DIHYDRO-1,4-BENZODIOXIN-2-YL]METHYL}PROPAN-1-AMINE). RXN SMILES: CC1C=CC(S(O[CH2:12][C@@H:13]2[O:18][C:17]3[CH:19]=[C:20]([S:23]([CH3:26])(=[O:25])=[O:24])[CH:21]=[CH:22][C:16]=3[O:15][CH2:14]2)(=O)=O)=CC=1.[CH3:27][C:28]([CH3:32])([CH3:31])[CH2:29][NH2:30]>C(#N)C>[CH3:27][C:28]([CH3:32])([CH3:31])[CH2:29][NH:30][CH2:12][C@@H:13]1[O:18][C:17]2[CH:19]=[C:20]([S:23]([CH3:26])(=[O:24])=[O:25])[CH:21]=[CH:22][C:16]=2[O:15][CH2:14]1. Procedure: A mixture of [(2R)-7-(methylsulfonyl)-2,3-dihydro-1,4-benzodioxin-2-yl]methyl 4-methylbenzenesulfonate (0.196 g, 0.5 mmol), 2,2-dimethylpropan-1-amine (1 ml, 8.5 mmol) and ACN (3 ml) was heated under microwave radiation at 120° C. for 20 min. Purification on SCX-3 column (TEA/MeOH) and by flash chromatography (EtOAc) gave the title compound. Yield: 0.1 g. The amine was converted to the hydrochloric acid salt and crystallized from MeOH/Et2O. M.p. 242° C. MS m/z (rel. intensity, 70 eV) 313 (M+, 6)...